This data is from the Open Reaction Database (ORD), a public repository of structured organic reaction records. The task is: describe an organic reaction: reactants, conditions, products, and yield Reactants: C(CC(=O)OCC)(=O)OCC (diethyl malonate), COCCl (chloromethyl methyl ether), ClC1=C(C=CC(=C1F)F)N=C=S (2-chloro-3,4-difluorophenyl isothiocyanate), [H-].[Na+] (sodium hydride). Solvent: O1CCCC1 (tetrahydrofuran). Run at time 15 minute. The product is ClC=1C(=C(C=C2C(=C(C(=NC12)SCOC)C(=O)OCC)O)F)F (Ethyl 8-chloro-6,7-difluoro-4-hydroxy-2-(methoxymethylthio)quinoline-3-carboxylate). As a reaction SMILES: [C:1]([O:9][CH2:10][CH3:11])(=[O:8])[CH2:2][C:3]([O:5]CC)=O.[H-].[Na+].[Cl:14][C:15]1[C:20]([F:21])=[C:19]([F:22])[CH:18]=[CH:17][C:16]=1[N:23]=[C:24]=[S:25].[CH3:26][O:27][CH2:28]Cl>O1CCCC1>[Cl:14][C:15]1[C:20]([F:21])=[C:19]([F:22])[CH:18]=[C:17]2[C:16]=1[N:23]=[C:24]([S:25][CH2:26][O:27][CH3:28])[C:2]([C:1]([O:9][CH2:10][CH3:11])=[O:8])=[C:3]2[OH:5] |f:1.2|. Reported procedure: To a solution of 45 g of diethyl malonate in 500 ml of abs. tetrahydrofuran, 11.2 g of 60% sodium hydride oil suspension was added under ice cooling with stirring. After 15 minutes, 57 g of 2-chloro-3,4-difluorophenyl isothiocyanate was added to the reaction mixture at room temperature with stirring. The reaction mixture was stirred for 15 minutes and then 22.5 g of chloromethyl methyl ether was added at the same temperature. RXN SMILES: [F:1][C:2]1[CH:7]=[CH:6][C:5]([C:8]2[N:12]=[N:11][N:10]([CH3:13])[C:9]=2[C:14]#[C:15][C:16]2[CH:24]=[CH:23][C:19]([C:20]([OH:22])=O)=[CH:18][N:17]=2)=[CH:4][CH:3]=1.[NH2:25][CH:26]1[CH2:31][CH2:30][O:29][CH2:28][CH2:27]1>>[F:1][C:2]1[CH:3]=[CH:4][C:5]([C:8]2[N:12]=[N:11][N:10]([CH3:13])[C:9]=2[C:14]#[C:15][C:16]2[CH:24]=[CH:23][C:19]([C:20]([NH:25][CH:26]3[CH2:31][CH2:30][O:29][CH2:28][CH2:27]3)=[O:22])=[CH:18][N:17]=2)=[CH:6][CH:7]=1. The reactants are FC1=CC=C(C=C1)C1=C(N(N=N1)C)C#CC1=NC=C(C(=O)O)C=C1 (6-[5-(4-fluoro-phenyl)-3-methyl-3H-[1,2,3]triazol-4-ylethynyl]-nicotinic acid), NC1CCOCC1 (4-aminotetrahydropyran). Yield: 74.0%. The product is FC1=CC=C(C=C1)C1=C(N(N=N1)C)C#CC1=NC=C(C(=O)NC2CCOCC2)C=C1 (6-[5-(4-Fluoro-phenyl)-3-methyl-3H-[1,2,3]triazol-4-ylethynyl]-N-(tetrahydro-pyran-4-yl)-nicotinamide). Procedure: As described for example 58d, 6-[5-(4-fluoro-phenyl)-3-methyl-3H-[1,2,3]triazol-4-ylethynyl]-nicotinic acid (69 mg, 0.21 mmol) was converted, using 4-aminotetrahydropyran instead of isopropylamine, to the title compound (64 mg, 74%) which was obtained as a light yellow solid. MS: m/e=406.2 [M+H]+. Starting materials: C1CCOC1, Cc1n[nH]c2ccc(C#C[Si](C)(C)C)cc12, CO, [K+], [K+], O=C([O-])[O-]. Yields the product C#Cc1ccc2[nH]nc(C)c2c1. Reaction SMILES: [CH2:25]1[O:26][CH2:27][CH2:28][CH2:29]1.[CH3:1][c:2]1[n:3][nH:4][c:5]2[cH:6][cH:7][c:8]([C:11]#[C:12][Si:13]([CH3:14])([CH3:15])[CH3:16])[cH:9][c:10]12.[CH3:23][OH:24].[K+:17].[K+:18].[O-:19][C:20]([O-:21])=[O:22]>>[CH3:1][c:2]1[n:3][nH:4][c:5]2[cH:6][cH:7][c:8]([C:11]#[CH:12])[cH:9][c:10]12. Reactants: O=C([O-])O, CCn1c(-c2cccc(OC)c2)nc2cc(C3=NN(CCOC4CCCCO4)C(=O)SC3)ccc21, CO, Cl, [Na+]. Product: CCn1c(-c2cccc(OC)c2)nc2cc(C3=NN(CCO)C(=O)SC3)ccc21. RXN SMILES: [C:39](=[O:40])([O-:41])[OH:42].[CH2:1]([CH3:2])[n:3]1[c:4](-[c:28]2[cH:29][c:30]([O:34][CH3:35])[cH:31][cH:32][cH:33]2)[n:5][c:6]2[c:7]1[cH:8][cH:9][c:10]([C:12]1=[N:13][N:14]([CH2:19][CH2:20][O:21][CH:22]3[CH2:23][CH2:24][CH2:25][CH2:26][O:27]3)[C:15](=[O:18])[S:16][CH2:17]1)[cH:11]2.[CH3:37][OH:38].[ClH:36].[Na+:43]>>[CH2:1]([CH3:2])[n:3]1[c:4](-[c:28]2[cH:29][c:30]([O:34][CH3:35])[cH:31][cH:32][cH:33]2)[n:5][c:6]2[c:7]1[cH:8][cH:9][c:10]([C:12]1=[N:13][N:14]([CH2:19][CH2:20][OH:21])[C:15](=[O:18])[S:16][CH2:17]1)[cH:11]2. The reactants are Clc1cc(Br)cc2c1NCC2, CCC(COC)n1cc(Br)nc(Br)c1=O. Product: CCC(COC)n1cc(Br)nc(N2CCc3cc(Br)cc(Cl)c32)c1=O. Reaction SMILES: [Br:16][c:17]1[cH:18][c:19]2[c:23]([c:24]([Cl:26])[cH:25]1)[NH:22][CH2:21][CH2:20]2.[Br:1][c:2]1[c:3](=[O:15])[n:4]([CH:9]([CH2:10][CH3:11])[CH2:12][O:13][CH3:14])[cH:5][c:6]([Br:8])[n:7]1>>[c:2]1([N:22]2[CH2:21][CH2:20][c:19]3[cH:18][c:17]([Br:16])[cH:25][c:24]([Cl:26])[c:23]32)[c:3](=[O:15])[n:4]([CH:9]([CH2:10][CH3:11])[CH2:12][O:13][CH3:14])[cH:5][c:6]([Br:8])[n:7]1. Reactants: [BH4-], [BH4-], COC(=O)C1NC(=O)C1NC(=O)OC(C)(C)C, CC(=O)O, [Na+], C1CCOC1, O. Yields the product CC(C)(C)OC(=O)NC1C(=O)NC1CO. Reaction SMILES: [BH4-:18].[BH4-:24].[C:1]([CH3:2])([CH3:3])([CH3:4])[O:5][C:6](=[O:7])[NH:8][CH:9]1[CH:10]([C:14](=[O:15])[O:16][CH3:17])[NH:11][C:12]1=[O:13].[CH3:20][C:21](=[O:22])[OH:23].[Na+:19].[O:25]1[CH2:26][CH2:27][CH2:28][CH2:29]1.[OH2:30]>>[C:1]([CH3:2])([CH3:3])([CH3:4])[O:5][C:6](=[O:7])[NH:8][CH:9]1[CH:10]([CH2:14][OH:15])[NH:11][C:12]1=[O:13]. Yields the product FC1(F)OC(Cl)(Cl)C(Cl)(Cl)O1. Reactants: O=C1OC(Cl)(Cl)C(Cl)(Cl)O1, CC(C)=O, FS(F)(F)F, F. As a reaction SMILES: [C:1]1(=[O:10])[O:2][C:3]([Cl:8])([Cl:9])[C:4]([Cl:5])([Cl:6])[O:7]1.[CH3:17][C:18](=[O:19])[CH3:20].[F:12][S:13]([F:14])([F:15])[F:16].[FH:11]>>[C:1]1([F:11])([F:12])[O:2][C:3]([Cl:8])([Cl:9])[C:4]([Cl:5])([Cl:6])[O:7]1. Starting materials: [OH-].[Na+] (sodium hydroxide), Cl.Cl.C(C1=CC=CC=C1)(=O)O[C@H]1[C@H](OC2=NNC(=C2CC2=C(C=C(C=C2)\C=C\CCN2CC3(CCC2)CCNCC3)C)C(C)C)O[C@@H]([C@H]([C@@H]1OC(C1=CC=CC=C1)=O)OC(C1=CC=CC=C1)=O)COC(C1=CC=CC=C1)=O (4-{4-[(1E)-4-(2,9-diazaspiro[5.5]undec-2-yl)but-1-en-1-yl]-2-methylbenzyl}-5-(propan-2-yl)-1H-pyrazol-3-yl 2,3,4,6-tetra-O-benzoyl-beta-D-glucopyranoside dihydrochloride). Run in CO (methanol). Conditions: time 2 hour. Product: O([C@H]1[C@H](O)[C@@H](O)[C@H](O)[C@H](O1)CO)C1=NNC(=C1CC1=C(C=C(C=C1)\C=C\CCN1CC2(CCC1)CCNCC2)C)C(C)C (4-{4-[(1E)-4-(2,9-diazaspiro[5.5]undec-2-yl)but-1-en-1-yl]-2-methylbenzyl}-5-(propan-2-yl)-1H-pyrazol-3-yl beta-D-glucopyranoside). The yield is 33.3%. Reaction SMILES: [OH-].[Na+].Cl.Cl.C([O:13][C@@H:14]1[C@@H:51]([O:52]C(=O)C2C=CC=CC=2)[C@H:50]([O:61]C(=O)C2C=CC=CC=2)[C@@H:49]([CH2:70][O:71]C(=O)C2C=CC=CC=2)[O:48][C@H:15]1[O:16][C:17]1[C:21]([CH2:22][C:23]2[CH:28]=[CH:27][C:26](/[CH:29]=[CH:30]/[CH2:31][CH2:32][N:33]3[CH2:38][CH2:37][CH2:36][C:35]4([CH2:43][CH2:42][NH:41][CH2:40][CH2:39]4)[CH2:34]3)=[CH:25][C:24]=2[CH3:44])=[C:20]([CH:45]([CH3:47])[CH3:46])[NH:19][N:18]=1)(=O)C1C=CC=CC=1>CO>[O:16]([C:17]1[C:21]([CH2:22][C:23]2[CH:28]=[CH:27][C:26](/[CH:29]=[CH:30]/[CH2:31][CH2:32][N:33]3[CH2:38][CH2:37][CH2:36][C:35]4([CH2:39][CH2:40][NH:41][CH2:42][CH2:43]4)[CH2:34]3)=[CH:25][C:24]=2[CH3:44])=[C:20]([CH:45]([CH3:47])[CH3:46])[NH:19][N:18]=1)[C@@H:15]1[O:48][C@H:49]([CH2:70][OH:71])[C@@H:50]([OH:61])[C@H:51]([OH:52])[C@H:14]1[OH:13] |f:0.1,2.3.4|. Reported procedure: Add sodium hydroxide (0.5 mL, 0.5 mmol, 1.0 M solution) to a solution of 4-{4-[(1E)-4-(2,9-diazaspiro[5.5]undec-2-yl)but-1-en-1-yl]-2-methylbenzyl}-5-(propan-2-yl)-1H-pyrazol-3-yl 2,3,4,6-tetra-O-benzoyl-beta-D-glucopyranoside dihydrochloride (258 mg, 0.24 mmol) in methanol (2 mL). After 2 hours at 40° C., concentrate to remove the solvent under reduced pressure to give a residue, which is purified by preparative HPLC method: high pH, 25% B for 4 min, 25-40 B % for 4 min @85 mL/min using a 30×75... The reactants are O=C([O-])[O-], CC#N, CCOC(C)=O, [K+], [K+], N#Cc1ccccc1O. The product is CC(=O)OCCOc1ccccc1C#N. Reaction SMILES: [C:1](=[O:2])([O-:3])[O-:4].[CH3:22][C:23]#[N:24].[CH3:7][CH2:8][O:9][C:10]([CH3:11])=[O:12].[K+:5].[K+:6].[OH:13][c:14]1[c:15]([C:16]#[N:17])[cH:18][cH:19][cH:20][cH:21]1>>[CH2:7]([CH2:8][O:9][C:10]([CH3:11])=[O:12])[O:13][c:14]1[c:15]([C:16]#[N:17])[cH:18][cH:19][cH:20][cH:21]1.